From a dataset of the Open Reaction Database (ORD), a public repository of structured organic reaction records. describe an organic reaction: reactants, conditions, products, and yield The reactants are FC1=CC=C(C=C1)CC(C)N ((±)-2-(4-fluoro-phenyl)-1-methyl-ethyl-amine), Cl (hydrochlorid), C([O-])([O-])=O.[K+].[K+] (potassium carbonate), C(C1=CC=CC=C1)=O (benzaldehyde), S(=O)(=O)(OC)OC (dimethyl sulphate), C(C#C)Br (propargyl bromide). Run in O (water), C1=CC=CC=C1 (benzene), C1(=CC=CC=C1)C (toluene). Reaction conditions: time 8 hour. Yields the product Cl.CN(C#CC)C(CC1=CC=C(C=C1)F)C ((±)-N-methyl-N-propynyl-2-(4-fluoro-phenyl)-1-methyl-1-ethyl-amine hydrochloride). Reaction SMILES: [F:1][C:2]1[CH:7]=[CH:6][C:5]([CH2:8][CH:9]([NH2:11])[CH3:10])=[CH:4][CH:3]=1.[CH:12](=O)[C:13]1C=CC=C[CH:14]=1.S(OC)(O[CH3:24])(=O)=O.[ClH:27].C(=O)([O-])[O-].[K+].[K+].C(Br)C#C>C1(C)C=CC=CC=1.O.C1C=CC=CC=1>[ClH:27].[CH3:24][N:11]([CH:9]([CH3:10])[CH2:8][C:5]1[CH:4]=[CH:3][C:2]([F:1])=[CH:7][CH:6]=1)[C:12]#[C:13][CH3:14] |f:4.5.6,11.12|. Reported procedure: To 7.65 g. (0.05 mole) of (±)-2-(4-fluoro-phenyl)-1-methyl-ethyl-amine (BE-PS 609 630) in 25 ml. of benzene 5.3 g. (0.05 mole) of distilled benzaldehyde are added and the solution is allowed to stand overnight and dried. To the dried solution 6.3 g. (0.05 mole) of dimethyl sulphate are added and the mixture is allowed to boil under reflux for 3 hours and after cooling under stirring a solution of 2 ml. conc. hydrochlorid acid in 50 ml. of water is added. After stirring for 1 hour the two layers ... Starting materials: N(C(=O)C)C=1C(=CC(=C(C1)S)Cl)F (5-acetamino-2-chloro-4-fluoro-thiophenol), [OH-].[Na+] (sodium hydroxide), Cl (hydrochloric acid). Run in O (water). The product is NC=1C(=CC(=C(C1)S)Cl)F (5-amino-2-chloro-4-fluoro-thiophenol). The yield is 97.2%. RXN SMILES: [NH:1]([C:5]1[C:6]([F:13])=[CH:7][C:8]([Cl:12])=[C:9]([SH:11])[CH:10]=1)C(C)=O.[OH-].[Na+].Cl>O>[NH2:1][C:5]1[C:6]([F:13])=[CH:7][C:8]([Cl:12])=[C:9]([SH:11])[CH:10]=1 |f:1.2|. Reported procedure: Into a 100 ml reaction flask, 4.8 g (0.022 mol) of 5-acetamino-2-chloro-4-fluoro-thiophenol, 2.55 g (0.064 mol) of sodium hydroxide and 25.5 cc of water were added and stirred under reflux for 4 hours to obtain a uniform solution. The solution was cooled to room temperature and neutralized with 10% hydrochloric acid. The precipitated solid was extracted with 25 cc of ethyl acetate, followed by removal of water and distillation under reduced pressure to obtain 3.8 g of 5-amino-2-chloro-4-fluoro-t... Starting materials: C(C1=CC=CC=C1)OC(=O)C1=C(NC2=CC=C(C=C12)CCN1CCCC1)C (2-methyl-5-(2-pyrrolidin-1-yl-ethyl)-1H-indole-3-carboxylic acid benzyl ester), Cl (hydrogen chloride). The solvent is C(Cl)Cl (methylene chloride), C(C)OCC (diethyl ether). Yields the product Cl.C(C1=CC=CC=C1)OC(=O)C1=C(NC2=CC=C(C=C12)CCN1CCCC1)C (2-Methyl-5-(2-pyrrolidin-1-yl-ethyl)-1H-indole-3-carboxylic acid benzyl ester hydrochloride). The yield is 79.0%. Reaction SMILES: [CH2:1]([O:8][C:9]([C:11]1[C:19]2[C:14](=[CH:15][CH:16]=[C:17]([CH2:20][CH2:21][N:22]3[CH2:26][CH2:25][CH2:24][CH2:23]3)[CH:18]=2)[NH:13][C:12]=1[CH3:27])=[O:10])[C:2]1[CH:7]=[CH:6][CH:5]=[CH:4][CH:3]=1.[ClH:28]>C(Cl)Cl.C(OCC)C>[ClH:28].[CH2:1]([O:8][C:9]([C:11]1[C:19]2[C:14](=[CH:15][CH:16]=[C:17]([CH2:20][CH2:21][N:22]3[CH2:26][CH2:25][CH2:24][CH2:23]3)[CH:18]=2)[NH:13][C:12]=1[CH3:27])=[O:10])[C:2]1[CH:7]=[CH:6][CH:5]=[CH:4][CH:3]=1 |f:4.5|. Reported procedure: To a solution of 2-methyl-5-(2-pyrrolidin-1-yl-ethyl)-1H-indole-3-carboxylic acid benzyl ester (70 mg, 0.19 mmol) in methylene chloride (1 mL) was added hydrogen chloride in diethyl ether. The resulting mixture was concentrated in vacuo and triturated with diethyl ether to give 61 mg (79%) of titled compound as a white foam: mp 76-78° C.; Anal. Calcd for C23H27Cl1N2O2.2.9H2O: C, 61.23; H, 7.33; N, 6.21. Found: C, 60.83; H, 6.93; N, 5.92. Reactants: [Li]CCCC, CCCCCC, CCOCC, FC(F)(F)c1ccc(-c2nccs2)cc1, ICCI. The product is FC(F)(F)c1ccc(-c2ncc(I)s2)cc1. As a reaction SMILES: [CH2:16]([Li:17])[CH2:18][CH2:19][CH3:20].[CH3:25][CH2:26][CH2:27][CH2:28][CH2:29][CH3:30].[CH3:31][CH2:32][O:33][CH2:34][CH3:35].[F:1][C:2]([c:3]1[cH:4][cH:5][c:6](-[c:9]2[s:10][cH:11][cH:12][n:13]2)[cH:7][cH:8]1)([F:14])[F:15].[I:21][CH2:22][CH2:23][I:24]>>[F:1][C:2]([c:3]1[cH:4][cH:5][c:6](-[c:9]2[s:10][c:11]([I:21])[cH:12][n:13]2)[cH:7][cH:8]1)([F:14])[F:15]. Starting materials: C1=CC=C(C=C1)NC2=CC(=CC=C2)Cl (3-chlorodiphenylamine), ClC=1C=C(C=CC1)NC1=CC=CC=C1 (N-(3-chlorophenyl)aniline), C(=O)(Cl)Cl (phosgene). The solvent is C1(=CC=CC=C1)C (toluene). Product: ClC=1C=C(C=CC1)N(C(=O)Cl)C1=CC=CC=C1 (N-(3-chlorophenyl)-N-phenylcarbamoyl chloride). Isolated yield 58.0%. Reaction SMILES: [CH:1]1[CH:6]=[CH:5][C:4]([NH:7][C:8]2[CH:13]=[CH:12][CH:11]=[C:10]([Cl:14])[CH:9]=2)=[CH:3][CH:2]=1.[C:15](Cl)([Cl:17])=[O:16]>C1(C)C=CC=CC=1>[Cl:14][C:10]1[CH:9]=[C:8]([N:7]([C:4]2[CH:3]=[CH:2][CH:1]=[CH:6][CH:5]=2)[C:15]([Cl:17])=[O:16])[CH:13]=[CH:12][CH:11]=1. Procedure details: Following the procedure of Example 15, Step A, 20.4 g (100 mmole) of 3-chlorodiphenylamine i.e., N-(3-chlorophenyl)aniline] and phosgene in toluene gave 15.4 g (58%) of N-(3-chlorophenyl)-N-phenylcarbamoyl chloride.